From a dataset of the Open Reaction Database (ORD), a public repository of structured organic reaction records. describe an organic reaction: reactants, conditions, products, and yield Reactants: C1(=CC=CC=C1)C(CNC1=C2N=CN(C2=NC(=N1)C(=O)NCCN1CCCCC1)[C@H]1[C@H](OC(C)=O)[C@H](OC(C)=O)[C@H](O1)COC(C)=O)C1=CC=CC=C1 (6-[(2,2-diphenylethyl)amino]-N-[2-(1-piperidinyl)ethyl]-9-(2,3,5-tri-O-acetyl-β-D-ribofuranosyl)-9H-purine-2-carboxamide), [OH-].[Na+] (sodium hydroxide), resultant mixture. Run in COCCOC (1,2-dimethoxyethane). Reaction conditions: temperature 52.5 celsius. The product is O[C@H]1[C@@H](O[C@@H]([C@H]1O)CO)N1C2=NC(=NC(=C2N=C1)NCC(C1=CC=CC=C1)C1=CC=CC=C1)C(=O)NCCN1CCCCC1 (9-[(2R,3R,4S,5R)-3,4-Dihydroxy-5-(hydroxymethyl)tetrahydro-2-furanyl]-6-[(2,2-diphenylethyl)amino]-N-[2-(1-piperidinyl)ethyl]-9H-purine-2-carboxamide). The yield is 79.2%. As a reaction SMILES: [C:1]1([CH:7]([C:48]2[CH:53]=[CH:52][CH:51]=[CH:50][CH:49]=2)[CH2:8][NH:9][C:10]2[N:18]=[C:17]([C:19]([NH:21][CH2:22][CH2:23][N:24]3[CH2:29][CH2:28][CH2:27][CH2:26][CH2:25]3)=[O:20])[N:16]=[C:15]3[C:11]=2[N:12]=[CH:13][N:14]3[C@@H:30]2[O:42][C@H:41]([CH2:43][O:44]C(=O)C)[C@@H:36]([O:37]C(=O)C)[C@H:31]2[O:32]C(=O)C)[CH:6]=[CH:5][CH:4]=[CH:3][CH:2]=1.[OH-].[Na+]>COCCOC>[OH:32][C@@H:31]1[C@H:36]([OH:37])[C@@H:41]([CH2:43][OH:44])[O:42][C@H:30]1[N:14]1[CH:13]=[N:12][C:11]2[C:15]1=[N:16][C:17]([C:19]([NH:21][CH2:22][CH2:23][N:24]1[CH2:29][CH2:28][CH2:27][CH2:26][CH2:25]1)=[O:20])=[N:18][C:10]=2[NH:9][CH2:8][CH:7]([C:48]1[CH:49]=[CH:50][CH:51]=[CH:52][CH:53]=1)[C:1]1[CH:2]=[CH:3][CH:4]=[CH:5][CH:6]=1 |f:1.2|. Procedure details: To a stirred solution of 6-[(2,2-diphenylethyl)amino]-N-[2-(1-piperidinyl)ethyl]-9-(2,3,5-tri-O-acetyl-β-D-ribofuranosyl)-9H-purine-2-carboxamide (assumed to be 310 g, 0.426 moles) (Preparation 24) and 1,2-dimethoxyethane (1600 ml) was added 5M aqueous sodium hydroxide solution (640 ml, 3.2 moles) over a 45 minute period with cooling in ice. The resultant mixture was stirred at ambient temperature for 3 hours, and then the layers were separated. The stirred organic phase was then diluted with de...